Dataset: the Open Reaction Database (ORD), a public repository of structured organic reaction records. Task: describe an organic reaction: reactants, conditions, products, and yield Reactants: S1C=C(C=C1)C(=O)N1CC(CCC1)C(=O)OCC (ethyl 1-(3-thiophenecarbonyl)-3-piperidinecarboxylate), C(C1=CC=CC=C1)(=O)N1CC(CCC1)C(=O)O (1-benzoyl-3-piperidine carboxylic acid), C(CCC)O (n-butanol). The product is C(C1=CC=CC=C1)(=O)N1CC(CCC1)C(=O)OCCCC (n-butyl 1-benzoyl-3-piperidinecarboxylate). RXN SMILES: S1[CH:5]=[CH:4][C:3](C(N2CCCC(C(OCC)=O)C2)=O)=[CH:2]1.[C:19]([N:27]1[CH2:32][CH2:31][CH2:30][CH:29]([C:33]([OH:35])=[O:34])[CH2:28]1)(=[O:26])[C:20]1[CH:25]=[CH:24][CH:23]=[CH:22][CH:21]=1.C(O)CCC>>[C:19]([N:27]1[CH2:32][CH2:31][CH2:30][CH:29]([C:33]([O:35][CH2:2][CH2:3][CH2:4][CH3:5])=[O:34])[CH2:28]1)(=[O:26])[C:20]1[CH:25]=[CH:24][CH:23]=[CH:22][CH:21]=1. Reported procedure: The reaction was run in the same manner as ethyl 1-(3-thiophenecarbonyl)-3-piperidinecarboxylate, starting with 1-benzoyl-3-piperidine carboxylic acid (500 mg; 2.1 mmol) and commercially available n-butanol (500 μl; 5.5 mmol). The crude product was distilled at 225° C./0.1 torr, giving n-butyl 1-benzoyl-3-piperidinecarboxylate (258.2 mg) as a light yellow oil. MS m/z (positive ion) 312 (M+Na+; 75), 290 (NH+; 100). The reactants are C(C1=CC=CC=C1)(=O)CC(C1=CC=CC=C1)=O (dibenzoylmethane), C(C)(C)O (isopropyl alcohol), O.NN (hydrazine hydrate). Solvent: O (water). Conditions: temperature 85 celsius. The product is C1(=CC=CC=C1)C1=NNC(=C1)C1=CC=CC=C1 (3,5-Diphenylpyrazole). As a reaction SMILES: [C:1]([CH2:9][C:10](=O)[C:11]1[CH:16]=[CH:15][CH:14]=[CH:13][CH:12]=1)(=O)[C:2]1[CH:7]=[CH:6][CH:5]=[CH:4][CH:3]=1.C(O)(C)C.O.[NH2:23][NH2:24]>O>[C:2]1([C:1]2[CH:9]=[C:10]([C:11]3[CH:16]=[CH:15][CH:14]=[CH:13][CH:12]=3)[NH:24][N:23]=2)[CH:7]=[CH:6][CH:5]=[CH:4][CH:3]=1 |f:2.3|. Procedure: 22.4 Grams (0.10 moles) of dibenzoylmethane in 200 ml. of isopropyl alcohol are heated to reflux (approximately 85° C.), and to this is added hydrazine hydrate at a rate sufficient to maintain reflux. Thirty minutes after addition, the reaction is complete. The reaction mixture is permitted to cool and is then poured into water. The desired product as a fine white solid precipitates and is filtered, washed with cold water and dried, yielding 22.1 grams of product, melting point 198.5° C. to 200.... Starting materials: BrCC(=O)C1=CC=C(C=C1)C (2-bromo-4′-methyl-acetophenone), O (water), Cl.O(C)N (Methoxylamine hydrochloride). Run in CO (methanol). Run at time 8 hour. The product is CON=C(CBr)C1=CC=C(C=C1)C (2-Bromo-1-p-tolylethanone O-methyl oxime). As a reaction SMILES: [Br:1][CH2:2][C:3]([C:5]1[CH:10]=[CH:9][C:8]([CH3:11])=[CH:7][CH:6]=1)=O.O.Cl.[O:14]([NH2:16])[CH3:15]>CO>[CH3:15][O:14][N:16]=[C:3]([C:5]1[CH:10]=[CH:9][C:8]([CH3:11])=[CH:7][CH:6]=1)[CH2:2][Br:1] |f:2.3|. Reported procedure: To a solution of 2-bromo-4′-methyl-acetophenone (6.514 g, 27.5 mmol) in methanol at 50° C. was added water until the solution turned slightly cloudy. Methoxylamine hydrochloride (7.037, 85.7 mmol) was added and the mixture was stirred overnight. The solvent was removed under high vacuum and the residue was extracted with EtOAc and dried over MgSO4. The product was purified by flash chromatography on silicagel (CH2Cl2/hexanes) to give 2 isomers in 87% total yield: 2 isomers in 87% total yield: Z-... As a reaction SMILES: [CH3:39][CH2:40][O:41][C:42]([CH3:43])=[O:44].[Cl:1][CH2:2][c:3]1[n:4][c:5]([N:8]([C:9](=[O:10])[NH:11][CH2:12][c:13]2[cH:14][c:15]([F:19])[cH:16][cH:17][cH:18]2)[CH2:20][c:21]2[c:22]([O:29][CH3:30])[cH:23][c:24]([O:27][CH3:28])[cH:25][cH:26]2)[s:6][cH:7]1.[H-:38].[Na+:37].[O:31]1[C:32](=[O:36])[NH:33][CH2:34][CH2:35]1.[O:45]=[CH:46][N:47]([CH3:48])[CH3:49]>>[CH2:2]([c:3]1[n:4][c:5]([N:8]([C:9](=[O:10])[NH:11][CH2:12][c:13]2[cH:14][c:15]([F:19])[cH:16][cH:17][cH:18]2)[CH2:20][c:21]2[c:22]([O:29][CH3:30])[cH:23][c:24]([O:27][CH3:28])[cH:25][cH:26]2)[s:6][cH:7]1)[N:33]1[C:32](=[O:36])[O:31][CH2:35][CH2:34]1. The product is COc1ccc(CN(C(=O)NCc2cccc(F)c2)c2nc(CN3CCOC3=O)cs2)c(OC)c1. The reactants are CCOC(C)=O, COc1ccc(CN(C(=O)NCc2cccc(F)c2)c2nc(CCl)cs2)c(OC)c1, [H-], [Na+], O=C1NCCO1, CN(C)C=O. The reactants are C(C)(C)(C)OC(=O)N1CCC(CC1)C=1OC(=NN1)C=1C(=NC=C(C1)C1=CC=C(C=C1)C)N (4-[5-(2-amino-5-p-tolyl-pyridin-3-yl)-[1,3,4]oxadiazol-2-yl]-piperidine-1-carboxylic acid tert-butyl ester), Cl (HCl). Solvent: C(Cl)Cl (DCM), C(C)OCC (diethyl ether). Conditions: time 2 hour. Product: N1CCC(CC1)C1=NN=C(O1)C=1C(=NC=C(C1)C1=CC=C(C=C1)C)N (3-(5-Piperidin-4-yl-[1,3,4]oxadiazol-2-yl)-5-p-tolyl-pyridin-2-ylamine). RXN SMILES: C(OC([N:8]1[CH2:13][CH2:12][CH:11]([C:14]2[O:15][C:16]([C:19]3[C:20]([NH2:32])=[N:21][CH:22]=[C:23]([C:25]4[CH:30]=[CH:29][C:28]([CH3:31])=[CH:27][CH:26]=4)[CH:24]=3)=[N:17][N:18]=2)[CH2:10][CH2:9]1)=O)(C)(C)C.Cl>C(Cl)Cl.C(OCC)C>[NH:8]1[CH2:13][CH2:12][CH:11]([C:14]2[O:15][C:16]([C:19]3[C:20]([NH2:32])=[N:21][CH:22]=[C:23]([C:25]4[CH:30]=[CH:29][C:28]([CH3:31])=[CH:27][CH:26]=4)[CH:24]=3)=[N:17][N:18]=2)[CH2:10][CH2:9]1. Reported procedure: To a solution of 4-[5-(2-amino-5-p-tolyl-pyridin-3-yl)-[1,3,4]oxadiazol-2-yl]-piperidine-1-carboxylic acid tert-butyl ester (250 mg, 0.574 mmol) in DCM (20 mL) was added 2M HCl in diethyl ether (20 mL) at 0° C. The reaction mixture was allowed to warm to ambient temperature, and was stirred for 2 h. After completion of the reaction, reaction mixture was filtered and washed with diethyl ether (2×30 mL), which afforded the title compound as a yellow solid.